The task is: describe an organic reaction: reactants, conditions, products, and yield. This data is from the Open Reaction Database (ORD), a public repository of structured organic reaction records. Reactants: 3.12, O=C1C2=C(N3C([C@H]4N1CCC4)=C(N=C3)C(=O)OCC)C=CS2 (ethyl (S)-10,11,12,12a-tetrahydro-8-oxo-8H-imidazo[5,1-c]pyrrolo[1,2-a]thieno[3,2-e][1,4]diazepine-1-carboxylate), [C-]#N.[K+] (potassium cyanide), C(CO)O (ethyleneglycol). Run at temperature 100 celsius, time 8 hour. Yields the product O=C1C2=C(N3C([C@H]4N1CCC4)=C(N=C3)C(=O)OCCO)C=CS2 (2-hydroxyethyl (S)-10,11,12,12a-tetrahydro-8-oxo-8H-imidazo[5,1-c]pyrrolo[1,2-a]thieno[3,2-e][1,4]diazepine-1-carboxylate). Reaction SMILES: [O:1]=[C:2]1[N:8]2[CH2:9][CH2:10][CH2:11][C@H:7]2[C:6]2=[C:12]([C:15]([O:17][CH2:18][CH3:19])=[O:16])[N:13]=[CH:14][N:5]2[C:4]2[CH:20]=[CH:21][S:22][C:3]1=2.[C-]#N.[K+].C(O)C[OH:28]>>[O:1]=[C:2]1[N:8]2[CH2:9][CH2:10][CH2:11][C@H:7]2[C:6]2=[C:12]([C:15]([O:17][CH2:18][CH2:19][OH:28])=[O:16])[N:13]=[CH:14][N:5]2[C:4]2[CH:20]=[CH:21][S:22][C:3]1=2 |f:1.2|. Procedure details: A mixture of 3.12 (10 mmol) of ethyl (S)-10,11,12,12a-tetrahydro-8-oxo-8H-imidazo[5,1-c]pyrrolo[1,2-a]thieno[3,2-e][1,4]diazepine-1-carboxylate, 80 mg of powdered potassium cyanide and 30 ml of ethyleneglycol is stirred at 100° C. overnight. After removal of the ethyleneglycol, the residue is purified by column chromatography. There is obtained 2-hydroxyethyl (S)-10,11,12,12a-tetrahydro-8-oxo-8H-imidazo[5,1-c]pyrrolo[1,2-a]thieno[3,2-e][1,4]diazepine-1-carboxylate of melting point 182°-184° C. Starting materials: Cl (HCl), [OH-].[Na+] (sodium hydroxide), COC(CCCCCCC=1NC(=CN1)C1=C(C=CC=C1)OC)=O (7-[5-(2-methoxyphenyl)-1H-imidazol-2-yl]heptanoic acid methyl ester). Run in O (water), CO (methanol). Reaction conditions: temperature 40 celsius. The product is COC1=C(C=CC=C1)C1=CN=C(N1)CCCCCCC(=O)O (7-[5-(2-methoxyphenyl)-1H-imidazol-2-yl]heptanoic acid). The yield is 76.3%. As a reaction SMILES: [OH-].[Na+].C[O:4][C:5](=[O:25])[CH2:6][CH2:7][CH2:8][CH2:9][CH2:10][CH2:11][C:12]1[NH:13][C:14]([C:17]2[CH:22]=[CH:21][CH:20]=[CH:19][C:18]=2[O:23][CH3:24])=[CH:15][N:16]=1.Cl>O.CO>[CH3:24][O:23][C:18]1[CH:19]=[CH:20][CH:21]=[CH:22][C:17]=1[C:14]1[NH:13][C:12]([CH2:11][CH2:10][CH2:9][CH2:8][CH2:7][CH2:6][C:5]([OH:25])=[O:4])=[N:16][CH:15]=1 |f:0.1|. Procedure: Add a solution of sodium hydroxide (1.85 g, 46 mmol) in water (40 mL) to a solution of 7-[5-(2-methoxyphenyl)-1H-imidazol-2-yl]heptanoic acid methyl ester (5.84 g, 18.5 mmol) in methanol (30 mL) at room temperature under nitrogen and heat the mixture at 40° C. for 4.5 hours. Cool the mixture and treat with 1 N HCl (46 mL) and heat at reflux for 30 minutes. Collect the precipitate, wash with water (3×30 mL), and dry under reduced pressure for 12 hours. Triturate the solid with methylene chloride ... Starting materials: OC1CCNCC1 (4-hydroxypiperidine), N (ammonia), NN1CCC(CC1)OC1=CC=CC=C1 (1-Amino-4-phenoxypiperidine), C(C1=CC=CC=C1)(=O)O[C@H]1[C@@H](O[C@@H]([C@H]1OC(C1=CC=CC=C1)=O)COC(C1=CC=CC=C1)=O)N1C2=NC(=NC(=C2N=C1)Cl)Cl (9-(2',3',5'-tri-O-benzoyl-β-D-ribofuranosyl)-2,6-dichloro-9H-purine). Product: ClC=1N=C(C=2N=CN([C@H]3[C@H](O)[C@H](O)[C@@H](CO)O3)C2N1)NN1CCC(CC1)OC1=CC=CC=C1 (2-chloro-N-(4-phenoxy-1-piperidinyl)adenosine). Isolated yield 56.1%. As a reaction SMILES: OC1CCNCC1.[NH2:8][N:9]1[CH2:14][CH2:13][CH:12]([O:15][C:16]2[CH:21]=[CH:20][CH:19]=[CH:18][CH:17]=2)[CH2:11][CH2:10]1.C([O:30][C@@H:31]1[C@H:35]([O:36]C(=O)C2C=CC=CC=2)[C@@H:34]([CH2:45][O:46]C(=O)C2C=CC=CC=2)[O:33][C@H:32]1[N:55]1[CH:63]=[N:62][C:61]2[C:56]1=[N:57][C:58]([Cl:65])=[N:59][C:60]=2Cl)(=O)C1C=CC=CC=1.N>>[Cl:65][C:58]1[N:59]=[C:60]([NH:8][N:9]2[CH2:14][CH2:13][CH:12]([O:15][C:16]3[CH:21]=[CH:20][CH:19]=[CH:18][CH:17]=3)[CH2:11][CH2:10]2)[C:61]2[N:62]=[CH:63][N:55]([C:56]=2[N:57]=1)[C@@H:32]1[O:33][C@H:34]([CH2:45][OH:46])[C@@H:35]([OH:36])[C@H:31]1[OH:30]. Procedure details: This compound was prepared from 4-hydroxypiperidine using the methodology described in Example 16. 1-Amino-4-phenoxypiperidine (0.96 g, 5.0 mmol) was reacted with 9-(2',3',5'-tri-O-benzoyl-β-D-ribofuranosyl)-2,6-dichloro-9H-purine (2.50 g, 4 mmol), followed by debenzoylation of the purified product using methanolic ammonia. This provided the title 2-chloro-N-(4-phenoxy-1-piperidinyl)adenosine 1.07 g, 57%) as a foam, 1H NMR (DMSO-d6) δ3.52-3.60 (1H, m, H-5'a), 3.63-3.70 (1H, m, H-5'b), 3.95 (1H, ... Reactants: [N+](=O)([O-])C1=C(C=CC=C1)O (2-Nitrophenol), C([O-])([O-])=O.[K+].[K+] (potassium carbonate), C(C1=CC=CC=C1)(C1=CC=CC=C1)Br (benzhydryl bromide). Run in CC(=O)C (acetone). The product is C(C1=CC=CC=C1)(C1=CC=CC=C1)OC1=C(C=CC=C1)[N+](=O)[O-] (2-Benzhydryloxy nitrobenzene). RXN SMILES: [N+:1]([C:4]1[CH:9]=[CH:8][CH:7]=[CH:6][C:5]=1[OH:10])([O-:3])=[O:2].C(=O)([O-])[O-].[K+].[K+].[CH:17](Br)([C:24]1[CH:29]=[CH:28][CH:27]=[CH:26][CH:25]=1)[C:18]1[CH:23]=[CH:22][CH:21]=[CH:20][CH:19]=1>CC(C)=O>[CH:17]([O:10][C:5]1[CH:6]=[CH:7][CH:8]=[CH:9][C:4]=1[N+:1]([O-:3])=[O:2])([C:18]1[CH:23]=[CH:22][CH:21]=[CH:20][CH:19]=1)[C:24]1[CH:29]=[CH:28][CH:27]=[CH:26][CH:25]=1 |f:1.2.3|. Procedure details: 2-Nitrophenol (11.0 g, 79 mmole), anhydrous potassium carbonate (17.6 g, 127.4 mmole) and benzhydryl bromide (19.6 g, 79 mmol) in acetone (220 ml) were refluxed under nitrogen for 5 hours. The mixture was cooled, filtered and evaporated in vacuo. The residue was triturated with diethyl ether, filtered and evaporated. Trituration with 60°-80° C. petroleum ether yielded a brown solid.